describe an organic reaction: reactants, conditions, products, and yield From a dataset of the Open Reaction Database (ORD), a public repository of structured organic reaction records. Reaction SMILES: [OH:1][CH:2]1[CH:7]([C:8]2[CH:13]=[CH:12][C:11]([OH:14])=[CH:10][CH:9]=2)[CH2:6][CH2:5][N:4]([C:15]([O:17][C:18]([CH3:21])([CH3:20])[CH3:19])=[O:16])[CH2:3]1.C(=O)([O-])[O-].[K+].[K+].[CH2:28](Br)[C:29]1[CH:34]=[CH:33][CH:32]=[CH:31][CH:30]=1>CN(C)C=O>[CH2:28]([O:14][C:11]1[CH:10]=[CH:9][C:8]([CH:7]2[CH2:6][CH2:5][N:4]([C:15]([O:17][C:18]([CH3:21])([CH3:20])[CH3:19])=[O:16])[CH2:3][CH:2]2[OH:1])=[CH:13][CH:12]=1)[C:29]1[CH:34]=[CH:33][CH:32]=[CH:31][CH:30]=1 |f:1.2.3|. Reported procedure: A mixture of 1.0 g (3.41 mmol) of tert-butyl (3RS,4RS)-3-hydroxy-4-(4-hydroxy-phenyl)-piperidine-1-carboxylate, 471 mg (34.1 mmol, 10 eq.) of potassium carbonate and 607 ml (5.11 mmol, 1.5 eq.) of benzyl bromide in 30 ml of dimethylformamide was stirred at room temperature for 2 hours and at 80° C. for 15 hours. Subsequently, 471 mg (34.1 mmol, 10 eq.) of potassium carbonate and 607 ml (5.11 mmol, 1.5 eq.) of benzyl bromide were again added and the mixture was stirred at 80° C. for a further 6 h... Isolated yield 47.4%. The reactants are ice water, C([O-])([O-])=O.[K+].[K+] (potassium carbonate), C(C1=CC=CC=C1)Br (benzyl bromide), OC1CN(CCC1C1=CC=C(C=C1)O)C(=O)OC(C)(C)C (tert-butyl (3RS,4RS)-3-hydroxy-4-(4-hydroxy-phenyl)-piperidine-1-carboxylate), C([O-])([O-])=O.[K+].[K+] (potassium carbonate), C(C1=CC=CC=C1)Br (benzyl bromide). Conditions: temperature 80 celsius, time 15 hour. Run in CN(C=O)C (dimethylformamide). Product: C(C1=CC=CC=C1)OC1=CC=C(C=C1)C1C(CN(CC1)C(=O)OC(C)(C)C)O (tert-butyl (3RS,4RS)-4-(4-benzyloxy-phenyl)-3-hydroxy-piperidine-1-carboxylate). Product: CC=1NC(=C(C(C1C(=O)OC)C1=C(C(=CC=C1)Cl)Cl)C(=O)OCCN)C (1,4-Dihydro-2,6-dimethyl-3-methoxycarbonyl-4-(2,3-dichlorophenyl)-5-(2-aminoethoxy)carbonyl-pyridine). As a reaction SMILES: [CH3:1][C:2]1[NH:3][C:4]([CH3:36])=[C:5]([C:20]([O:22][CH2:23][CH2:24][N:25]2C(=O)C3=CC=CC=C3C2=O)=[O:21])[CH:6]([C:12]2[CH:17]=[CH:16][CH:15]=[C:14]([Cl:18])[C:13]=2[Cl:19])[C:7]=1[C:8]([O:10][CH3:11])=[O:9].O.NN>C(OC)(C)(C)C>[CH3:1][C:2]1[NH:3][C:4]([CH3:36])=[C:5]([C:20]([O:22][CH2:23][CH2:24][NH2:25])=[O:21])[CH:6]([C:12]2[CH:17]=[CH:16][CH:15]=[C:14]([Cl:18])[C:13]=2[Cl:19])[C:7]=1[C:8]([O:10][CH3:11])=[O:9] |f:1.2|. Solvent: C(C)(C)(C)OC (tert.-butylmethyl ether). Yield: 50.8%. Reported procedure: Prepared by a method analogous to that of Example 1(b) from 10.0 g (19 mmol) of 1,4-dihydro-2,6-dimethyl-3-methoxycarbonyl-4-(2,3-dichlorophenyl)-5-(2-phthalimidoethoxy)carbonyl-pyridine and 2.84 ml (57 mmol) of hydrazine hydrate. 3.85 g (51%) of pale yellow crystals melting at 166°-167° C. obtained from tert.-butylmethyl ether. The reactants are CC=1NC(=C(C(C1C(=O)OC)C1=C(C(=CC=C1)Cl)Cl)C(=O)OCCN1C(C=2C(C1=O)=CC=CC2)=O)C (1,4-dihydro-2,6-dimethyl-3-methoxycarbonyl-4-(2,3-dichlorophenyl)-5-(2-phthalimidoethoxy)carbonyl-pyridine), O.NN (hydrazine hydrate). The reactants are FC1=CC=C(C=C1)N1N=CC=C1 (1-(4-fluorophenyl)-1H-pyrazole), [Li+].CCC[CH2-] (N-butyllithium), Cl (HCl), B(OC(C)C)(OC(C)C)OC(C)C (triisopropyl borate). Solvent: C1CCOC1 (THF). Conditions: temperature -78 celsius, time 1 hour. Yields the product FC1=CC=C(C=C1)N1N=CC=C1B(O)O (1-(4-Fluorophenyl)-1H-pyrazol-5-ylboronic acid). Yield: 24.0%. RXN SMILES: [F:1][C:2]1[CH:7]=[CH:6][C:5]([N:8]2[CH:12]=[CH:11][CH:10]=[N:9]2)=[CH:4][CH:3]=1.[Li+].CCC[CH2-].[B:18](OC(C)C)([O:23]C(C)C)[O:19]C(C)C.Cl>C1COCC1>[F:1][C:2]1[CH:3]=[CH:4][C:5]([N:8]2[C:12]([B:18]([OH:23])[OH:19])=[CH:11][CH:10]=[N:9]2)=[CH:6][CH:7]=1 |f:1.2|. Procedure details: To a stirred solution of commercially available 1-(4-fluorophenyl)-1H-pyrazole [CAS No 81329-32-0] (1.6 g, 9.87 mmol) in THF (39.5 ml) was added drop wise at −78° C. under nitrogen atmosphere N-butyllithium (1.6 N in hexane, 6.47 ml, 10.4 mmol). After the mixture was allowed to stir at −78° C. for 1 h triisopropyl borate (7.65 g, 9.35 ml, 39.5 mmol) was added at −78° C. The mixture was allowed to stir at −78° C. for 1 h, gradually warmed to room temperature, and the pH of the mixture was adjuste... Starting materials: [BH4-], CC(=O)NC(Cc1ccccc1)C(=O)N1CCC(N(Cc2ccnc3ccccc23)C(=O)C(F)(F)F)CC1Cc1ccccc1, [Na+]. Yields the product CC(=O)NC(Cc1ccccc1)C(=O)N1CCC(NCc2ccnc3ccccc23)CC1Cc1ccccc1. Reaction SMILES: [BH4-:46].[CH2:1]([c:2]1[cH:3][cH:4][cH:5][cH:6][cH:7]1)[CH:8]1[N:9]([C:32]([CH:33]([NH:34][C:35]([CH3:36])=[O:37])[CH2:38][c:39]2[cH:40][cH:41][cH:42][cH:43][cH:44]2)=[O:45])[CH2:10][CH2:11][CH:12]([N:14]([C:15](=[O:16])[C:17]([F:18])([F:19])[F:20])[CH2:21][c:22]2[cH:23][cH:24][n:25][c:26]3[cH:27][cH:28][cH:29][cH:30][c:31]23)[CH2:13]1.[Na+:47]>>[CH2:1]([c:2]1[cH:3][cH:4][cH:5][cH:6][cH:7]1)[CH:8]1[N:9]([C:32]([CH:33]([NH:34][C:35]([CH3:36])=[O:37])[CH2:38][c:39]2[cH:40][cH:41][cH:42][cH:43][cH:44]2)=[O:45])[CH2:10][CH2:11][CH:12]([NH:14][CH2:21][c:22]2[cH:23][cH:24][n:25][c:26]3[cH:27][cH:28][cH:29][cH:30][c:31]23)[CH2:13]1. Reactants: OC[C@H]1[C@@H](O[C@@H]1CO)N1C2=NC=NC(=C2N=C1)N (9-((2R, 3R, 4S)-3,4-bis-hyroxymethyl-oxetan-2-yl)-adenine), N1=CC=CC=C1 (pyridine), C(C)(C)(C)[Si](C)(C)Cl (tert-butylchlorodimethylsilane). The solvent is C(C)(=O)OCC (ethyl acetate). Run at time 1 day. Yields the product O([Si](C)(C)C(C)(C)C)C[C@@H]1[C@H]([C@@H](O1)N1C2=NC=NC(=C2N=C1)N)CO (9-((2R,3R,4S)-4-t-butyldimethylsiloxymethyl-3-hydroxymethyl-oxetan-2-yl)adenine). RXN SMILES: [OH:1][CH2:2][C@@H:3]1[C@@H:6]([CH2:7][OH:8])[O:5][C@H:4]1[N:9]1[CH:17]=[N:16][C:15]2[C:10]1=[N:11][CH:12]=[N:13][C:14]=2[NH2:18].N1C=CC=CC=1.[C:25]([Si:29](Cl)([CH3:31])[CH3:30])([CH3:28])([CH3:27])[CH3:26]>C(OCC)(=O)C>[O:8]([CH2:7][C@H:6]1[O:5][C@@H:4]([N:9]2[CH:17]=[N:16][C:15]3[C:10]2=[N:11][CH:12]=[N:13][C:14]=3[NH2:18])[C@@H:3]1[CH2:2][OH:1])[Si:29]([C:25]([CH3:28])([CH3:27])[CH3:26])([CH3:31])[CH3:30]. Reported procedure: In a round-bottom flask were placed 10 g of 9-((2R, 3R, 4S)-3,4-bis-hyroxymethyl-oxetan-2-yl)-adenine and 100 mL of pyridine. To the system was added 6.4 g of tert-butylchlorodimethylsilane, and the reaction mixture was stirred under nitrogen at room temperature for 1 day. The mixture was diluted with ethyl acetate and washed with saturated aqueous sodium bicarbonate and brine, dried (sodium sulfate) and concentrated with a rotary evaporator. The residue was purified by column chromatography to ...